From a dataset of the Open Reaction Database (ORD), a public repository of structured organic reaction records. describe an organic reaction: reactants, conditions, products, and yield The reactants are 4-phenylphenyl, BrC1=CC=C(C=C1)C1=CC=CC=C1 (4-bromobiphenyl), [Mg] (magnesium), ClC[Si](Cl)(C)C (chloromethyldimethylchlorosilane). Reagents/catalysts: II (iodine). Product: ClC[Si](C1=CC=C(C=C1)C1=CC=CC=C1)(C)C (chloromethyldimethyl(4-phenylphenyl)silane). Isolated yield 57.5%. Reaction SMILES: Br[C:2]1[CH:7]=[CH:6][C:5]([C:8]2[CH:13]=[CH:12][CH:11]=[CH:10][CH:9]=2)=[CH:4][CH:3]=1.[Mg].[Cl:15][CH2:16][Si:17]([CH3:20])([CH3:19])Cl>II>[Cl:15][CH2:16][Si:17]([CH3:20])([CH3:19])[C:2]1[CH:7]=[CH:6][C:5]([C:8]2[CH:13]=[CH:12][CH:11]=[CH:10][CH:9]=2)=[CH:4][CH:3]=1. Procedure: In the same apparatus and procedures as Example 2-i) were reacted 18.7 g (80 mmol) of 4-bromobiphenyl, 4.8 g of magnesium and 0.7 g of iodine to prepare 4-phenylphenyl Grignard solution. In the same apparatus and procedures were reacted 10.4 ml (80 mmol) of chloromethyldimethylchlorosilane and the prepared 4-phenylphenyl Grignard solution to treat the reaction product. After separating them by using silica gel column (eluent: hexane), 12 g of chloromethyldimethyl(4-phenylphenyl)silane (92%) was ... Reactants: BrC1=CC=C(C(C(=O)O)=C1)N (5-bromoanthranilic acid), C(=O)([O-])[O-].[K+].[K+] (K2CO3), tetrakis-triphenylphosphin palladium, C1(=CC=CC=C1)B(O)O (phenylboronic acid). Run in CN(C)C=O (DMF). Run at temperature 80 celsius, time 15 hour. The product is NC1=C(C=C(C=C1)C1=CC=CC=C1)C(=O)O (4-Amino-biphenyl-3-carboxylic acid). As a reaction SMILES: Br[C:2]1[CH:10]=[C:6]([C:7]([OH:9])=[O:8])[C:5]([NH2:11])=[CH:4][CH:3]=1.C([O-])([O-])=O.[K+].[K+].[C:18]1(B(O)O)[CH:23]=[CH:22][CH:21]=[CH:20][CH:19]=1>CN(C=O)C>[NH2:11][C:5]1[CH:4]=[CH:3][C:2]([C:18]2[CH:23]=[CH:22][CH:21]=[CH:20][CH:19]=2)=[CH:10][C:6]=1[C:7]([OH:9])=[O:8] |f:1.2.3|. Procedure: 1 g (4.62 mmol) of 5-bromoanthranilic acid (Fluka Buchs, Switzerland) and 6.94 ml 1M K2CO3 are stirred in 10 ml DMF. Argon gas is bubbled through the solution. 50 mg tetrakis-triphenylphosphin-palladium (Fluka) and 846 mg (6.94 mmol) phenylboronic acid (Fluka, Buchs, Switzerland) are added. The reaction mixture is stirred for 15 h at 80° C. (tlc-control). The solvent is evaporated, and 50 ml 4N NaOH are added to the residue. The aqueous phase is washed three times with ethyl acetate. Hydrochlori... Reactants: CC(C)(C)[O-], Clc1ccc2nc(-c3ccccc3)nn2n1, [Na+], C1CCOC1, OCCCN1CCC(OC(c2ccccc2)c2ccccc2)CC1. Product: Cl, c1ccc(-c2nc3ccc(OCCCN4CCC(OC(c5ccccc5)c5ccccc5)CC4)nn3n2)cc1. Reaction SMILES: [CH3:25][C:26]([CH3:27])([O-:28])[CH3:29].[Cl:31][c:32]1[cH:33][cH:34][c:35]2[n:36]([n:37]1)[n:38][c:39](-[c:41]1[cH:42][cH:43][cH:44][cH:45][cH:46]1)[n:40]2.[Na+:30].[O:47]1[CH2:48][CH2:49][CH2:50][CH2:51]1.[c:1]1([CH:7]([O:8][CH:9]2[CH2:10][CH2:11][N:12]([CH2:15][CH2:16][CH2:17][OH:18])[CH2:13][CH2:14]2)[c:19]2[cH:20][cH:21][cH:22][cH:23][cH:24]2)[cH:2][cH:3][cH:4][cH:5][cH:6]1>>[ClH:31].[c:1]1([CH:7]([O:8][CH:9]2[CH2:10][CH2:11][N:12]([CH2:15][CH2:16][CH2:17][O:18][c:32]3[cH:33][cH:34][c:35]4[n:36]([n:37]3)[n:38][c:39](-[c:41]3[cH:42][cH:43][cH:44][cH:45][cH:46]3)[n:40]4)[CH2:13][CH2:14]2)[c:19]2[cH:20][cH:21][cH:22][cH:23][cH:24]2)[cH:2][cH:3][cH:4][cH:5][cH:6]1. Product: CC#CCOc1cc(N2CC(CC)CC(CC)C2)ncn1. As a reaction SMILES: [CH2:3]([C:4]#[C:5][CH3:6])[OH:7].[Cl-:25].[Cl:8][c:9]1[n:10][cH:11][n:12][c:13]([N:15]2[CH2:16][CH:17]([CH2:23][CH3:24])[CH2:18][CH:19]([CH2:21][CH3:22])[CH2:20]2)[cH:14]1.[H-:1].[NH4+:26].[Na+:2].[O:27]1[CH2:28][CH2:29][CH2:30][CH2:31]1>>[CH2:3]([C:4]#[C:5][CH3:6])[O:7][c:9]1[n:10][cH:11][n:12][c:13]([N:15]2[CH2:16][CH:17]([CH2:23][CH3:24])[CH2:18][CH:19]([CH2:21][CH3:22])[CH2:20]2)[cH:14]1. Reactants: CC#CCO, [Cl-], CCC1CC(CC)CN(c2cc(Cl)ncn2)C1, [H-], [NH4+], [Na+], C1CCOC1. The reactants are ClC1=CC=C(N=N1)CN1C=C(C(C2=CC=CC(=C12)F)=O)C(=O)O (1-[(6-chloropyridazin-3-yl)methyl]-8-fluoro-4-oxo-1,4-dihydroquinoline-3-carboxylic acid), C[S-].[Na+] (sodium thiomethoxide). Procedure: To a solution of 1-[(6-chloropyridazin-3-yl)methyl]-8-fluoro-4-oxo-1,4-dihydroquinoline-3-carboxylic acid (0.050 g, 0.15 mmol) in 1 mL of DMSO was added sodium thiomethoxide (0.032 g, 45 mmol). The reaction mixture was irradiated in the microwave at 100° C. for 10 minutes, and purified via reverse phase HPLC to provide 8-fluoro-1-{[6-(methylthio)pyridazin-3-yl]methyl}-4-oxo-1,4-dihydroquinoline-3-carboxylic acid that gave a proton NMR spectra consistent with theory and a mass ion (ES+) of 346.1 ... Reaction SMILES: Cl[C:2]1[N:7]=[N:6][C:5]([CH2:8][N:9]2[C:18]3[C:13](=[CH:14][CH:15]=[CH:16][C:17]=3[F:19])[C:12](=[O:20])[C:11]([C:21]([OH:23])=[O:22])=[CH:10]2)=[CH:4][CH:3]=1.[CH3:24][S-:25].[Na+]>CS(C)=O>[F:19][C:17]1[CH:16]=[CH:15][CH:14]=[C:13]2[C:18]=1[N:9]([CH2:8][C:5]1[N:6]=[N:7][C:2]([S:25][CH3:24])=[CH:3][CH:4]=1)[CH:10]=[C:11]([C:21]([OH:23])=[O:22])[C:12]2=[O:20] |f:1.2|. Solvent: CS(=O)C (DMSO). Product: FC=1C=CC=C2C(C(=CN(C12)CC=1N=NC(=CC1)SC)C(=O)O)=O (8-fluoro-1-{[6-(methylthio)pyridazin-3-yl]methyl}-4-oxo-1,4-dihydroquinoline-3-carboxylic acid). Reactants: O=C1CCC(=O)N1Br, CC#N, COc1cncc(OC)c1. Yields the product COc1cnc(Br)c(OC)c1. Reaction SMILES: [Br:11][N:12]1[C:13](=[O:14])[CH2:15][CH2:16][C:17]1=[O:18].[CH3:19][C:20]#[N:21].[CH3:1][O:2][c:3]1[cH:4][n:5][cH:6][c:7]([O:9][CH3:10])[cH:8]1>>[CH3:1][O:2][c:3]1[c:4]([Br:11])[n:5][cH:6][c:7]([O:9][CH3:10])[cH:8]1.